This data is from the Open Reaction Database (ORD), a public repository of structured organic reaction records. The task is: describe an organic reaction: reactants, conditions, products, and yield The reactants are CN1CCCC1=O, COc1ccc(CN2Cc3c(Cl)ccnc3NC2=O)cc1, Cl, Nc1ccc(NC(=O)CC(F)(F)F)cc1. The product is COc1ccc(CN2Cc3c(Nc4ccc(NC(=O)CC(F)(F)F)cc4)ccnc3NC2=O)cc1. As a reaction SMILES: [CH3:38][N:39]1[CH2:40][CH2:41][CH2:42][C:43]1=[O:44].[Cl:1][c:2]1[cH:3][cH:4][n:5][c:6]2[c:11]1[CH2:10][N:9]([CH2:12][c:13]1[cH:14][cH:15][c:16]([O:19][CH3:20])[cH:17][cH:18]1)[C:8](=[O:21])[NH:7]2.[ClH:37].[NH2:22][c:23]1[cH:24][cH:25][c:26]([NH:29][C:30]([CH2:31][C:32]([F:33])([F:34])[F:35])=[O:36])[cH:27][cH:28]1>>[c:2]1([NH:22][c:23]2[cH:24][cH:25][c:26]([NH:29][C:30]([CH2:31][C:32]([F:33])([F:34])[F:35])=[O:36])[cH:27][cH:28]2)[cH:3][cH:4][n:5][c:6]2[c:11]1[CH2:10][N:9]([CH2:12][c:13]1[cH:14][cH:15][c:16]([O:19][CH3:20])[cH:17][cH:18]1)[C:8](=[O:21])[NH:7]2. Reactants: C(CCCCCC=C)OCC1CCCCC1 (((oct-7-en-1-yloxy)methyl)cyclohexane), BrC1=CC=C(C=C1)[N+](=O)[O-] (1-bromo-4-nitrobenzene). The product is C1(CCCCC1)COCCCCCCCC1=CC=C(C=C1)[N+](=O)[O-] (1-(7-(cyclohexylmethoxy)heptyl)-4-nitrobenzene). Isolated yield 64.9%. Reaction SMILES: [CH2:1]([O:9][CH2:10][CH:11]1[CH2:16][CH2:15][CH2:14][CH2:13][CH2:12]1)[CH2:2][CH2:3][CH2:4][CH2:5][CH2:6][CH:7]=[CH2:8].BrC1[CH:23]=[CH:22][C:21]([N+:24]([O-:26])=[O:25])=[CH:20][CH:19]=1>>[CH:11]1([CH2:10][O:9][CH2:1][CH2:2][CH2:3][CH2:4][CH2:5][CH2:6][CH2:7][C:8]2[CH:23]=[CH:22][C:21]([N+:24]([O-:26])=[O:25])=[CH:20][CH:19]=2)[CH2:12][CH2:13][CH2:14][CH2:15][CH2:16]1. Procedure: General procedure M was used to convert 5.73 mmol of 11 and 6.30 mmol of 1-bromo-4-nitrobenzene to 3.72 mmol (65%) of the title compound. Reactants: C1(CC1)CBr (cyclopropylmethyl bromide), FC(C(=O)O)(F)F (trifluoroacetic acid), C(\C=C\C(=O)O)(=O)O.C1(CC1)CN(S(=O)(=O)C1=CC(=CC=C1)C(F)(F)F)C1CCN(CC1)C(C(CC(C)C)NC)=O (N-Cyclopropylmethyl-N-[1-(4-methyl-2-methylamino-pentanoyl)piperidin-4-yl]-3-trifluoromethylbenzenesulfonamide fumarate), C(C)(C)(C)OC(N(C(CC(C)C)C(=O)N1CCC(CC1)NS(=O)(=O)C1=CC(=CC=C1)C(F)(F)F)C)=O (Methyl-{3-methyl-1-[4-(3-trifluoromethylbenzene-sulfonylamino)piperidine-1-carbonyl]-butyl}carbamic acid tert-butyl ester). The product is C(C)(=O)OCC.CO.N (ethyl acetate methanol ammonia), base. RXN SMILES: C(O)(=O)/C=[CH:3]/[C:4]([OH:6])=[O:5].[CH:9]1(C[N:13](C2CCN([C:33](=[O:41])C(NC)CC(C)C)CC2)S(C2C=CC=C(C(F)(F)F)C=2)(=O)=O)C[CH2:10]1.C(OC(=O)N(C)C(C(N1CCC(NS(C2C=CC=C(C(F)(F)F)C=2)(=O)=O)CC1)=O)CC(C)C)(C)(C)C.C1(CBr)CC1.FC(F)(F)C(O)=O>>[C:4]([O:6][CH2:9][CH3:10])(=[O:5])[CH3:3].[CH3:33][OH:41].[NH3:13] |f:0.1,5.6.7|. Procedure details: (2S) N-Cyclopropylmethyl-N-[1-(4-methyl-2-methylamino-pentanoyl)piperidin-4-yl]-3-trifluoromethylbenzenesulfonamide fumarate (7): Methyl-{3-methyl-1-[4-(3-trifluoromethylbenzenesulfonylamino)piperidine-1-carbonyl]butyl}-carbamic acid tert-butyl ester (3) (0.5 g, 0.93 mmol) was alkylated with cyclopropylmethyl bromide using method B. The product was treated with trifluoroacetic acid and worked up according to method B. Flash chromatography (SiO2, ethyl acetate:methanol:ammonia 250:20:2) gave the ... Starting materials: CCCCC(C(=O)OC)n1c(=O)[nH]c2cc(OC)ccc2c1=O, Cc1cccc2c1c(C[N+](C)(C)C)cn2C, CCOC(C)=O, [I-], [K+], [K+], O=C([O-])[O-], CN(C)C=O. The product is CCCCC(C(=O)OC)n1c(=O)c2ccc(OC)cc2n(Cc2cn(C)c3cccc(C)c23)c1=O. Reaction SMILES: [CH3:1][O:2][C:3]([CH:4]([CH2:5][CH2:6][CH2:7][CH3:8])[n:9]1[c:10](=[O:22])[nH:11][c:12]2[cH:13][c:14]([O:20][CH3:21])[cH:15][cH:16][c:17]2[c:18]1=[O:19])=[O:23].[CH3:25][n:26]1[cH:27][c:28]([CH2:36][N+:37]([CH3:38])([CH3:39])[CH3:40])[c:29]2[c:30]([CH3:35])[cH:31][cH:32][cH:33][c:34]12.[CH3:52][CH2:53][O:54][C:55]([CH3:56])=[O:57].[I-:24].[K+:41].[K+:42].[O-:43][C:44]([O-:45])=[O:46].[O:47]=[CH:48][N:49]([CH3:50])[CH3:51]>>[CH3:1][O:2][C:3]([CH:4]([CH2:5][CH2:6][CH2:7][CH3:8])[n:9]1[c:10](=[O:22])[n:11]([CH2:36][c:28]2[cH:27][n:26]([CH3:25])[c:34]3[c:29]2[c:30]([CH3:35])[cH:31][cH:32][cH:33]3)[c:12]2[cH:13][c:14]([O:20][CH3:21])[cH:15][cH:16][c:17]2[c:18]1=[O:19])=[O:23]. Reactants: NC1=C(C=CC(=C1)Cl)S (2-amino-4-chloro-benzenethiol), BrCC1=CC(=CC=C1)[N+](=O)[O-] (1-bromomethyl-3-nitro-benzene), C1(=CC=CC=C1)S(=O)(=O)Cl (benzenesulfonyl chloride). Product: NC=1C=C(CSC2=C(C=C(C=C2)Cl)NS(=O)(=O)C2=CC=CC=C2)C=CC1 (N-{2-[(3-aminobenzyl)thio]-5-chlorophenyl}benzenesulfonamide). Reaction SMILES: [NH2:1][C:2]1[CH:7]=[C:6]([Cl:8])[CH:5]=[CH:4][C:3]=1[SH:9].Br[CH2:11][C:12]1[CH:17]=[CH:16][CH:15]=[C:14]([N+:18]([O-])=O)[CH:13]=1.[C:21]1([S:27](Cl)(=[O:29])=[O:28])[CH:26]=[CH:25][CH:24]=[CH:23][CH:22]=1>>[NH2:18][C:14]1[CH:13]=[C:12]([CH:17]=[CH:16][CH:15]=1)[CH2:11][S:9][C:3]1[CH:4]=[CH:5][C:6]([Cl:8])=[CH:7][C:2]=1[NH:1][S:27]([C:21]1[CH:26]=[CH:25][CH:24]=[CH:23][CH:22]=1)(=[O:29])=[O:28]. Procedure details: Following General Procedure A, B, and K, the title compound was prepared from 2-amino-4-chloro-benzenethiol, 1-bromomethyl-3-nitro-benzene, and benzenesulfonyl chloride. Reactants: N[C@H](CC1=CC=CC=C1)C(=O)O (D-Phenylalanine), peptides, [N+](=O)([O-])[O-].[K+] (potassium nitrate), teflon. The product is [N+](=O)([O-])C1=CC=C(C[C@@H](N)C(=O)O)C=C1 (p-Nitro-D-Phenylalanine). Reaction SMILES: [NH2:1][C@@H:2]([C:10]([OH:12])=[O:11])[CH2:3][C:4]1[CH:9]=[CH:8][CH:7]=[CH:6][CH:5]=1.[N+:13]([O-])([O-:15])=[O:14].[K+]>>[N+:13]([C:7]1[CH:8]=[CH:9][C:4]([CH2:3][C@H:2]([C:10]([OH:12])=[O:11])[NH2:1])=[CH:5][CH:6]=1)([O-:15])=[O:14] |f:1.2|. Procedure details: D-Phenylalanine (12.0 g, 73 mmol) and potassium nitrate (11 g, 109 mmol) were loaded into a teflon HF apparatus commonly used for the deprotection of peptides. The mixture was treated with liquid HF at approximately 0° C. for one hour. After removal of the HF by vacuum, the residue was dissolved in water and treated with concentrated ammonia until pH 6. The precipitate was recrystallized from hot water. Yield 9.31 g (61%) of a nearly white solid, mp 236.5°-237° C., [α]D25 =-8.63° (c=1.7, 1N HCl)... Reactants: BrC=1C=C2C=CC(=CC2=CC1)O[Si](C)(C)C(C)(C)C (6-bromo-2-tert-butyldimethylsilyloxynaphthalene), C(=O)C=1N=CN(C1)C(C1=CC=CC=C1)(C1=CC=CC=C1)C1=CC=CC=C1 (4-formyl-1-trityl-1H-imidazole). Product: [Si](C)(C)(C(C)(C)C)OC=1C=C2C=CC(=CC2=CC1)C(O)C=1N=CN(C1)C(C1=CC=CC=C1)(C1=CC=CC=C1)C1=CC=CC=C1 ((6-tert-Butyldimethylsilyloxy-2-naphthyl)(1-trityl-1H-imidazol-4-yl)methanol). Isolated yield 73.2%. RXN SMILES: Br[C:2]1[CH:3]=[C:4]2[C:9](=[CH:10][CH:11]=1)[CH:8]=[C:7]([O:12][Si:13]([C:16]([CH3:19])([CH3:18])[CH3:17])([CH3:15])[CH3:14])[CH:6]=[CH:5]2.[CH:20]([C:22]1[N:23]=[CH:24][N:25]([C:27]([C:40]2[CH:45]=[CH:44][CH:43]=[CH:42][CH:41]=2)([C:34]2[CH:39]=[CH:38][CH:37]=[CH:36][CH:35]=2)[C:28]2[CH:33]=[CH:32][CH:31]=[CH:30][CH:29]=2)[CH:26]=1)=[O:21]>>[Si:13]([O:12][C:7]1[CH:8]=[C:9]2[C:4](=[CH:5][CH:6]=1)[CH:3]=[C:2]([CH:20]([C:22]1[N:23]=[CH:24][N:25]([C:27]([C:28]3[CH:33]=[CH:32][CH:31]=[CH:30][CH:29]=3)([C:34]3[CH:35]=[CH:36][CH:37]=[CH:38][CH:39]=3)[C:40]3[CH:45]=[CH:44][CH:43]=[CH:42][CH:41]=3)[CH:26]=1)[OH:21])[CH:11]=[CH:10]2)([C:16]([CH3:19])([CH3:18])[CH3:17])([CH3:15])[CH3:14]. Procedure details: In a similar manner to that described in Reference example 1, the reaction was carried out by using 6-bromo-2-tert-butyldimethylsilyloxynaphthalene (50.0 g) and 4-formyl-1-trityl-1H-imidazole (38.6 g) to give the titled compound (49.8 g) as a colorless powder.